This data is from the Open Reaction Database (ORD), a public repository of structured organic reaction records. The task is: describe an organic reaction: reactants, conditions, products, and yield The reactants are CCOC(=O)c1cnc(N2CC3C(CNC(=O)OC(C)(C)C)C3C2)nc1, ClCCl, Cl, C1COCCO1. Yields the product CCOC(=O)c1cnc(N2CC3C(CN)C3C2)nc1. Reaction SMILES: [C:1]([O:2][C:3](=[O:4])[NH:8][CH2:9][CH:10]1[CH:11]2[CH2:12][N:13]([c:16]3[n:17][cH:18][c:19]([C:22](=[O:23])[O:24][CH2:25][CH3:26])[cH:20][n:21]3)[CH2:14][CH:15]12)([CH3:5])([CH3:6])[CH3:7].[Cl:34][CH2:35][Cl:36].[ClH:27].[O:28]1[CH2:29][CH2:30][O:31][CH2:32][CH2:33]1>>[NH2:8][CH2:9][CH:10]1[CH:11]2[CH2:12][N:13]([c:16]3[n:17][cH:18][c:19]([C:22](=[O:23])[O:24][CH2:25][CH3:26])[cH:20][n:21]3)[CH2:14][CH:15]12.